Dataset: the Open Reaction Database (ORD), a public repository of structured organic reaction records. Task: describe an organic reaction: reactants, conditions, products, and yield Starting materials: ClCCCl, O, O=[N+]([O-])O, O=C(O)c1ccc(Cl)cc1, O=S(=O)(O)O. The product is O=C(O)c1ccc(Cl)c([N+](=O)[O-])c1. RXN SMILES: [Cl:21][CH2:22][CH2:23][Cl:24].[OH2:20].[OH:11][N+:12]([O-:13])=[O:14].[OH:1][C:2](=[O:3])[c:4]1[cH:5][cH:6][c:7]([Cl:8])[cH:9][cH:10]1.[S:15](=[O:16])(=[O:17])([OH:18])[OH:19]>>[OH:1][C:2](=[O:3])[c:4]1[cH:5][c:6]([N+:12](=[O:11])[O-:13])[c:7]([Cl:8])[cH:9][cH:10]1. The reactants are N1(CCCCCC1)C1=NC(=NC=C1)N[C@@H]1[C@H](N(CC1)C1CCCCC1)CNS(=O)(=O)CCN1C(C2=CC=CC=C2C1=O)=O (N-({(2R,3S)-3-[(4-azepan-1-ylpyrimidin-2-yl)amino]-1-cyclohexylpyrrolidin-2-yl}methyl)-2-(1,3-dioxo-1,3-dihydro-2H-isoindol-2-yl)ethanesulfonamide). The solvent is CO (methanol), O.NN (hydrazine monohydrate). Conditions: temperature 40 celsius, time 8 hour. The product is NCCS(=O)(=O)NC[C@H]1N(CC[C@@H]1NC1=NC=CC(=N1)N1CCCCCC1)C1CCCCC1 (2-amino-N-[((2R,3S)-3-{[4-(1-azepanyl)-2-pyrimidinyl]amino}-1-cyclohexyl-2-pyrrolidinyl)methyl]ethanesulfonamide). Reaction SMILES: [N:1]1([C:8]2[CH:13]=[CH:12][N:11]=[C:10]([NH:14][C@H:15]3[CH2:19][CH2:18][N:17]([CH:20]4[CH2:25][CH2:24][CH2:23][CH2:22][CH2:21]4)[C@@H:16]3[CH2:26][NH:27][S:28]([CH2:31][CH2:32][N:33]3C(=O)C4C(=CC=CC=4)C3=O)(=[O:30])=[O:29])[N:9]=2)[CH2:7][CH2:6][CH2:5][CH2:4][CH2:3][CH2:2]1>CO.O.NN>[NH2:33][CH2:32][CH2:31][S:28]([NH:27][CH2:26][C@@H:16]1[C@@H:15]([NH:14][C:10]2[N:9]=[C:8]([N:1]3[CH2:7][CH2:6][CH2:5][CH2:4][CH2:3][CH2:2]3)[CH:13]=[CH:12][N:11]=2)[CH2:19][CH2:18][N:17]1[CH:20]1[CH2:25][CH2:24][CH2:23][CH2:22][CH2:21]1)(=[O:29])=[O:30] |f:2.3|. Procedure: To a solution of the compound 42 in methanol (2 mL), hydrazine monohydrate (98%, 19.5 μL) was added and stirred at 40° C. for overnight. The reaction solution was concentrated and purified by thin-layer chromatography to obtain the title compound (21.4 mg) having the following physical properties.